Dataset: the Open Reaction Database (ORD), a public repository of structured organic reaction records. Task: describe an organic reaction: reactants, conditions, products, and yield Reactants: C1(C=2C(C(=O)O1)=CC=CC2)=O (Phthalic anhydride), C(C=C)(=O)OCCO (2-hydroxyethyl acrylate). The solvent is C(C)N(CC)CC (triethylamine). Reaction conditions: temperature 75 celsius, time 6 hour. Yields the product C(C=C)(=O)OCCOC(C=1C(C(=O)O)=CC=CC1)=O (Phthalic Acid mono-(2-acryloyloxy-ethyl) ester). Reaction SMILES: [C:1]1(=[O:11])[O:6][C:4](=[O:5])[C:3]2=[CH:7][CH:8]=[CH:9][CH:10]=[C:2]12.[C:12]([O:16][CH2:17][CH2:18][OH:19])(=[O:15])[CH:13]=[CH2:14]>C(N(CC)CC)C>[C:12]([O:16][CH2:17][CH2:18][O:19][C:4](=[O:5])[C:3]1[C:2](=[CH:10][CH:9]=[CH:8][CH:7]=1)[C:1]([OH:6])=[O:11])(=[O:15])[CH:13]=[CH2:14]. Procedure: Phthalic anhydride (112.1 grams), 2-hydroxyethyl acrylate (87.9 grams), and triethylamine (0.44 grams) were mixed in a round bottom flask. A small amount of dry air was bubbled into the liquid reaction mixture. The reaction mixture was mixed and heated to 75° C. and held at that temperature for six hours. The product was cooled to room temperature. NMR was used to confirm that the product was phthalic acid mono-(2-acryloyloxy-ethyl)ester. The product partially crystallized over time. The product... Solvent: O (water). Yields the product N(C1=CC=CC=C1)C1=CC(C2=C(NC1=O)C=CC=C2)=O (3-Anilino-2,5-dioxo-2,5-dihydro-1H-benz[b]azepine). Reaction SMILES: CO[C:3]1[C:9](=[O:10])[NH:8][C:7]2[CH:11]=[CH:12][CH:13]=[CH:14][C:6]=2[C:5](=[O:15])[CH:4]=1.[NH2:16][C:17]1[CH:22]=[CH:21][CH:20]=[CH:19][CH:18]=1.Cl>O>[NH:16]([C:3]1[C:9](=[O:10])[NH:8][C:7]2[CH:11]=[CH:12][CH:13]=[CH:14][C:6]=2[C:5](=[O:15])[CH:4]=1)[C:17]1[CH:22]=[CH:21][CH:20]=[CH:19][CH:18]=1. Starting materials: COC1=CC(C2=C(NC1=O)C=CC=C2)=O (3-Methoxy-2,5-dioxo-2,5-dihydro-1H-benz[b]azepine), NC1=CC=CC=C1 (aniline), Cl (Hydrochloric acid). Procedure: 3-Methoxy-2,5-dioxo-2,5-dihydro-1H-benz[b]azepine (1.0 g) and aniline (10 mL) were heated to reflux for 5 hours and diluted with water. Hydrochloric acid (2N) was added and the mixture extracted with ethyl acetate. The organic extracts were washed (acid, brine), dried and evaporated to give a solid which was purified by chromatography, with ethyl acetate:toluene (1:4) as the eluent. Recrystallization from ethyl acetate gave the title compound (0.405 g); mp 227°-228° C.: NMR: 6.28 (s,1); MS(EI): ... Reactants: [Li]CCCC, CC(C)NC(C)C, Nc1ccc(F)cc1, O=C(O)c1cc(F)c(F)cc1F. Product: O=C(O)c1cc(F)c(F)cc1Nc1ccc(F)cc1. Reaction SMILES: [CH3:1][CH2:2][CH2:3][CH2:4][Li:5].[CH:6]([NH:7][CH:8]([CH3:9])[CH3:10])([CH3:11])[CH3:12].[F:13][c:14]1[cH:15][cH:16][c:17]([NH2:18])[cH:19][cH:20]1.[F:21][c:22]1[c:23]([C:24](=[O:25])[OH:26])[cH:27][c:28]([F:32])[c:29]([F:31])[cH:30]1>>[F:13][c:14]1[cH:15][cH:16][c:17]([NH:18][c:22]2[c:23]([C:24](=[O:25])[OH:26])[cH:27][c:28]([F:32])[c:29]([F:31])[cH:30]2)[cH:19][cH:20]1. Run at temperature 100 celsius, time 3 hour. Reagents/catalysts: C(C)(=O)[O-].[Pd+2].C(C)(=O)[O-] (palladium acetate). Reactants: ClC=1C2=C(N=C(N1)N1CCOCC1)N(CC2)C=2C=NC=CC2 (4-chloro-2-morpholin-4-yl-7-pyridin-3-yl-6,7-dihydro-5H-pyrrolo[2,3-d]pyrimidine), COC1=NC=C(C=C1)B1OC(C(O1)(C)C)(C)C (2-methoxy-5-(4,4,5,5-tetramethyl-1,3,2-dioxaborolan-2-yl)pyridine), COC=1C=CC=C(C1C=2C=CC=CC2P(C3CCCCC3)C4CCCCC4)OC (S-Phos), P(=O)([O-])([O-])[O-].[K+].[K+].[K+] (potassium phosphate). The product is COC1=CC=C(C=N1)C=1C2=C(N=C(N1)N1CCOCC1)N(CC2)C=2C=NC=CC2 (4-(6-Methoxy-pyridin-3-yl)-2-morpholin-4-yl-7-pyridin-3-yl-6,7-dihydro-5H-pyrrolo[2,3-d]pyrimidine). Procedure details: To 4-chloro-2-morpholin-4-yl-7-pyridin-3-yl-6,7-dihydro-5H-pyrrolo[2,3-d]pyrimidine (20 mg, 0.0629 mmol), 2-methoxy-5-(4,4,5,5-tetramethyl-1,3,2-dioxaborolan-2-yl)pyridine (29.6 mg, 0.126 mmol), palladium acetate (1.4 mg, 0.00630 mmol), S-Phos (5.2 mg, 0.0126 mmol) and potassium phosphate (26.7 mg, 0.126 mmol), dimethylformamide (1 ml) was added, followed by being degassed under ultrasonic irradiation. This was stirred at 100° C. for 3 hours, followed by extraction with ethyl acetate with the ad... Run in CN(C=O)C (dimethylformamide). RXN SMILES: Cl[C:2]1[C:3]2[CH2:16][CH2:15][N:14]([C:17]3[CH:18]=[N:19][CH:20]=[CH:21][CH:22]=3)[C:4]=2[N:5]=[C:6]([N:8]2[CH2:13][CH2:12][O:11][CH2:10][CH2:9]2)[N:7]=1.[CH3:23][O:24][C:25]1[CH:30]=[CH:29][C:28](B2OC(C)(C)C(C)(C)O2)=[CH:27][N:26]=1.COC1C=CC=C(OC)C=1C1C=CC=CC=1P(C1CCCCC1)C1CCCCC1.P([O-])([O-])([O-])=O.[K+].[K+].[K+]>C([O-])(=O)C.[Pd+2].C([O-])(=O)C.CN(C)C=O>[CH3:23][O:24][C:25]1[N:26]=[CH:27][C:28]([C:2]2[C:3]3[CH2:16][CH2:15][N:14]([C:17]4[CH:18]=[N:19][CH:20]=[CH:21][CH:22]=4)[C:4]=3[N:5]=[C:6]([N:8]3[CH2:13][CH2:12][O:11][CH2:10][CH2:9]3)[N:7]=2)=[CH:29][CH:30]=1 |f:3.4.5.6,7.8.9|.